From a dataset of the Open Reaction Database (ORD), a public repository of structured organic reaction records. describe an organic reaction: reactants, conditions, products, and yield Starting materials: CI, OC1CN(Cc2ccccc2)CC1Oc1cccc(Cl)c1. The product is C[N+]1(Cc2ccccc2)CC(O)C(Oc2cccc(Cl)c2)C1, [I-]. Reaction SMILES: [CH3:22][I:23].[Cl:1][c:2]1[cH:3][c:4]([O:5][CH:6]2[CH:7]([OH:18])[CH2:8][N:9]([CH2:11][c:12]3[cH:13][cH:14][cH:15][cH:16][cH:17]3)[CH2:10]2)[cH:19][cH:20][cH:21]1>>[Cl:1][c:2]1[cH:3][c:4]([O:5][CH:6]2[CH:7]([OH:18])[CH2:8][N+:9]([CH2:11][c:12]3[cH:13][cH:14][cH:15][cH:16][cH:17]3)([CH3:22])[CH2:10]2)[cH:19][cH:20][cH:21]1.[I-:23]. Reactants: CS(C)=O, C[S+](C)(C)=O, [Cl-], [H-], [I-], [NH4+], [Na+], FC(F)(F)c1ccc(C2=CCN(Cc3ccccc3)C2)nc1. Yields the product FC(F)(F)c1ccc(C23CC2CN(Cc2ccccc2)C3)nc1. Reaction SMILES: [CH3:33][S:34]([CH3:35])=[O:36].[CH3:4][S+:5]([CH3:6])([CH3:7])=[O:8].[Cl-:31].[H-:1].[I-:3].[NH4+:32].[Na+:2].[c:9]1([CH2:15][N:16]2[CH2:17][C:18]([c:21]3[n:22][cH:23][c:24]([C:27]([F:28])([F:29])[F:30])[cH:25][cH:26]3)=[CH:19][CH2:20]2)[cH:10][cH:11][cH:12][cH:13][cH:14]1>>[CH2:4]1[C:18]2([c:21]3[n:22][cH:23][c:24]([C:27]([F:28])([F:29])[F:30])[cH:25][cH:26]3)[CH2:17][N:16]([CH2:15][c:9]3[cH:10][cH:11][cH:12][cH:13][cH:14]3)[CH2:20][CH:19]12. The reactants are COC(=O)C=C(C1CCCC1)n1cc(-c2ncnc3c2ccn3COCC[Si](C)(C)C)cn1, [H][H]. Product: COC(=O)CC(C1CCCC1)n1cc(-c2ncnc3c2ccn3COCC[Si](C)(C)C)cn1. RXN SMILES: [CH:1]1([C:6](=[CH:7][C:8](=[O:9])[O:10][CH3:11])[n:12]2[n:13][cH:14][c:15](-[c:17]3[c:18]4[c:19]([n:20][cH:21][n:22]3)[n:23]([CH2:26][O:27][CH2:28][CH2:29][Si:30]([CH3:31])([CH3:32])[CH3:33])[cH:24][cH:25]4)[cH:16]2)[CH2:2][CH2:3][CH2:4][CH2:5]1.[H:34][H:35]>>[CH:1]1([CH:6]([CH2:7][C:8](=[O:9])[O:10][CH3:11])[n:12]2[n:13][cH:14][c:15](-[c:17]3[c:18]4[c:19]([n:20][cH:21][n:22]3)[n:23]([CH2:26][O:27][CH2:28][CH2:29][Si:30]([CH3:31])([CH3:32])[CH3:33])[cH:24][cH:25]4)[cH:16]2)[CH2:2][CH2:3][CH2:4][CH2:5]1. Starting materials: CI, N#CSc1cnc(NC(=O)N(C2CCCCC2)C2CCN(C(=O)c3cccs3)C2)s1, OC(CS)C(O)CS. The product is CSc1cnc(NC(=O)N(C2CCCCC2)C2CCN(C(=O)c3cccs3)C2)s1. Reaction SMILES: [CH3:39][I:40].[CH:1]1([N:7]([C:8](=[O:9])[NH:10][c:11]2[s:12][c:13]([S:16][C:17]#[N:18])[cH:14][n:15]2)[CH:19]2[CH2:20][N:21]([C:24](=[O:25])[c:26]3[s:27][cH:28][cH:29][cH:30]3)[CH2:22][CH2:23]2)[CH2:2][CH2:3][CH2:4][CH2:5][CH2:6]1.[SH:31][CH2:32][CH:33]([CH:34]([CH2:35][SH:36])[OH:37])[OH:38]>>[CH:1]1([N:7]([C:8](=[O:9])[NH:10][c:11]2[s:12][c:13]([S:16][CH3:17])[cH:14][n:15]2)[CH:19]2[CH2:20][N:21]([C:24](=[O:25])[c:26]3[s:27][cH:28][cH:29][cH:30]3)[CH2:22][CH2:23]2)[CH2:2][CH2:3][CH2:4][CH2:5][CH2:6]1. The reactants are ClC1=C(C=CC(=C1)NC(C)=O)[N+](=O)[O-] (2-chloro-4-acetylaminonitrobenzene), SCCO (2-mercaptoethanol), crystals. Product: OCCSC1=C(C=CC(=C1)NC(C)=O)[N+](=O)[O-] (2-(β-Hydroxyethylthio)-4-Acetylaminonitrobenzene). RXN SMILES: Cl[C:2]1[CH:7]=[C:6]([NH:8][C:9](=[O:11])[CH3:10])[CH:5]=[CH:4][C:3]=1[N+:12]([O-:14])=[O:13].[SH:15][CH2:16][CH2:17][OH:18]>>[OH:18][CH2:17][CH2:16][S:15][C:2]1[CH:7]=[C:6]([NH:8][C:9](=[O:11])[CH3:10])[CH:5]=[CH:4][C:3]=1[N+:12]([O-:14])=[O:13]. Procedure details: Starting with 42.9 g (0.2 mol) of 2-chloro-4-acetylaminonitrobenzene and 23.4 g (0.3 mol) of 2-mercaptoethanol, pale yellow crystals (46.6 g) of the expected compound are obtained, the melting point of which is 174° C. (recrystallized from 96° ethanol) and the elemental analysis of which, calculated for C10H12N2O4S.1/2CH3CH2OH, is: